This data is from the Open Reaction Database (ORD), a public repository of structured organic reaction records. The task is: describe an organic reaction: reactants, conditions, products, and yield Reactants: O.[OH-].[Li+] (lithium hydroxide monohydrate), C1(CCCC1)C(C(=O)NC1=C2CC(CC2=CC=C1)(C(=O)OC)C)C1=CC=C(C=C1)CN1N=C(OCC1=O)C1=CC=CC=C1 (Methyl 4-[(cyclopentyl{4-[(5-oxo-2-phenyl-5,6-dihydro-4H-1,3,4-oxadiazin-4-yl)methyl]-phenyl}acetyl)amino]-2-methyl-2,3-dihydro-1H-indene-2-carboxylate), Cl (hydrochloric acid). Run in C1CCOC1 (THF), O (water). Reaction conditions: time 12 hour. The product is C1(CCCC1)C(C(=O)NC1=C2CC(CC2=CC=C1)(C(=O)O)C)C1=CC=C(C=C1)CN1N=C(OCC1=O)C1=CC=CC=C1 (4-[(Cyclopentyl{4-[(5-oxo-2-phenyl-5,6-dihydro-4H-1,3,4-oxadiazin-4-yl)methyl]phenyl}-acetyl)amino]-2-methyl-2,3-dihydro-1H-indene-2-carboxylic acid). Reaction SMILES: O.[OH-].[Li+].[CH:4]1([CH:9]([C:27]2[CH:32]=[CH:31][C:30]([CH2:33][N:34]3[C:39](=[O:40])[CH2:38][O:37][C:36]([C:41]4[CH:46]=[CH:45][CH:44]=[CH:43][CH:42]=4)=[N:35]3)=[CH:29][CH:28]=2)[C:10]([NH:12][C:13]2[CH:21]=[CH:20][CH:19]=[C:18]3[C:14]=2[CH2:15][C:16]([CH3:26])([C:22]([O:24]C)=[O:23])[CH2:17]3)=[O:11])[CH2:8][CH2:7][CH2:6][CH2:5]1.Cl>C1COCC1.O>[CH:4]1([CH:9]([C:27]2[CH:28]=[CH:29][C:30]([CH2:33][N:34]3[C:39](=[O:40])[CH2:38][O:37][C:36]([C:41]4[CH:42]=[CH:43][CH:44]=[CH:45][CH:46]=4)=[N:35]3)=[CH:31][CH:32]=2)[C:10]([NH:12][C:13]2[CH:21]=[CH:20][CH:19]=[C:18]3[C:14]=2[CH2:15][C:16]([CH3:26])([C:22]([OH:24])=[O:23])[CH2:17]3)=[O:11])[CH2:8][CH2:7][CH2:6][CH2:5]1 |f:0.1.2|. Reported procedure: 11 mg (0.26 mmol) of lithium hydroxide monohydrate were added to a solution of 74 mg (0.13 mmol) of methyl 4-[(cyclopentyl{4-[(5-oxo-2-phenyl-5,6-dihydro-4H-1,3,4-oxadiazin-4-yl)methyl]phenyl}acetyl)amino]-2-methyl-2,3-dihydro-1H-indene-2-carboxylate (Example 131A) in 2 ml of THF and 1 ml of water, and the mixture was stirred at room temperature for 12 h. The reaction mixture was then adjusted to pH 2 with 1 M hydrochloric acid and extracted twice with ethyl acetate. The combined organic phases ... Reactants: C(c1cccc2c(cccc12)F)=O, CC1=CN=C(C=C1)N, [C-]#[N+]C1CCCCC1. The reagents and catalysts are O=C(O)C(F)(F)F (trifluoroacetic acid). Solvent: CC(C)O (isopropyl alcohol), CC(C)O (isopropylalcohol). Conditions: temperature 22 celsius, time 20 hour. The product is Cc1ccc2nc(c3cccc4c(cccc34)F)c(NC3CCCCC3)n2c1. Isolated yield 18.6%. As a reaction SMILES: CC1=CC=C(N)N=C1.[C-]#[N+]C1CCCCC1.FC1=C2C=CC=C(C=O)C2=CC=C1>>CC1=CN2C(C=C1)=NC(=C2NC1CCCCC1)C1=CC=CC2=C(F)C=CC=C12.